Dataset: the Open Reaction Database (ORD), a public repository of structured organic reaction records. Task: describe an organic reaction: reactants, conditions, products, and yield The reactants are C(C)(=O)C1=CC=2CC3=CC=CC=C3C2C=C1 (2-acetylfluorene), [Cr](=O)(=O)([O-])O[Cr](=O)(=O)[O-].[Na+].[Na+] (sodium dichromate), O (water), C(C)(=O)OC(C)=O (acetic anhydride). Solvent: C(C)(=O)O (acetic acid). Reaction conditions: time 3 hour. The product is C1=CC=C2C(=C1)C3=C(C2=O)C=C(C=C3)C(=O)O (fluorenone-2-carboxylic acid). As a reaction SMILES: C([C:4]1[CH:16]=[CH:15][C:14]2[C:13]3[C:8](=[CH:9]C=[CH:11][CH:12]=3)[CH2:7][C:6]=2[CH:5]=1)(=O)C.[Cr](O[Cr]([O-])(=O)=O)([O-])(=O)=O.[Na+].[Na+].C([O:31][C:32](=[O:34])[CH3:33])(=O)C.[OH2:35]>C(O)(=O)C>[CH:16]1[CH:15]=[C:14]2[C:13]3[CH:12]=[CH:11][C:33]([C:32]([OH:31])=[O:34])=[CH:9][C:8]=3[C:7](=[O:35])[C:6]2=[CH:5][CH:4]=1 |f:1.2.3|. Procedure: A solution of 2-acetylfluorene (86 g.) in acetic acid (1075 ml.) at 60° was treated slowly with sodium dichromate (1020 g.), and then with acetic anhydride (285 ml.). The mixture was heated to reflux with stirring for 3 hours, cooled and poured into water (6 l.), and the precipitate was filtered and washed well with water. This solid was warmed with N-sodium hydroxide (520 ml.) and the mixture was filtered. The aqueous filtrate was washed three times with dichloromethane (3 × 60 ml.) and then he... The reactants are CC(=O)O, CCOC(C)=O, CCO, Cn1nc(-c2cc([N+](=O)[O-])c(Cl)cc2Cl)c(C(F)(F)F)c1C(F)(F)F, [Fe]. Product: Cn1nc(-c2cc(N)c(Cl)cc2Cl)c(C(F)(F)F)c1C(F)(F)F. RXN SMILES: [CH3:1][C:2](=[O:3])[OH:4].[CH3:34][CH2:35][O:36][C:37](=[O:38])[CH3:39].[CH3:5][CH2:6][OH:7].[Cl:8][c:9]1[c:10](-[c:19]2[n:20][n:21]([CH3:32])[c:22]([C:28]([F:29])([F:30])[F:31])[c:23]2[C:24]([F:25])([F:26])[F:27])[cH:11][c:12]([N+:16]([O-:17])=[O:18])[c:13]([Cl:15])[cH:14]1.[Fe:33]>>[Cl:8][c:9]1[c:10](-[c:19]2[n:20][n:21]([CH3:32])[c:22]([C:28]([F:29])([F:30])[F:31])[c:23]2[C:24]([F:25])([F:26])[F:27])[cH:11][c:12]([NH2:16])[c:13]([Cl:15])[cH:14]1. The reactants are [Al+3].[Cl-].[Cl-].[Cl-] (AlCl3), C(C)OC(C=C)=O (ethylacrylate), O1C=CC=C1 (furane). Reaction conditions: time 1 hour. Product: C(=O)(OC)C1C2C=CC(C1)O2 (2-carbomethoxy-7-oxabicyclo(2.2.1)hept-5-ene). RXN SMILES: [Al+3].[Cl-].[Cl-].[Cl-].[CH2:5]([O:7][C:8](=[O:11])[CH:9]=[CH2:10])C.[O:12]1[CH:16]=[CH:15][CH:14]=[CH:13]1>>[C:8]([CH:9]1[CH2:10][CH:13]2[O:12][CH:16]1[CH:15]=[CH:14]2)([O:7][CH3:5])=[O:11] |f:0.1.2.3|. Procedure details: 4.5 g (0,033 Mol) AlCl3 are added to 100 g (1 Mol) ethylacrylate and dissolved with stirring. 68 g (1 Mol) furane is then added drop-wise, during cooling to 20° to 25° C. After one hour, the exothermic reaction is terminated, followed by stirring for one hour at 25° C. and 30 g water is added. The organic phase is separated. First, the non-converted furane and ethylacrylate is distilled off under a pressure of 10 Torr. The 2-carbomethoxy-7-oxabicyclo(2.2.1)hept-5-ene boils at 60° C. and is obtai...